Dataset: the Open Reaction Database (ORD), a public repository of structured organic reaction records. Task: describe an organic reaction: reactants, conditions, products, and yield Starting materials: NCCC=1N(C2=CC=C(C=C2C1CCCC1=CC=C(C(=O)OC)C=C1)Cl)C(C1=CC=CC=C1)C1=CC=CC=C1 (methyl 4-{3-[2-(2-aminoethyl)-1-benzhydryl-5-chloro-1H-indol-3-yl]propyl}benzoate), C(C1=CC=CC=C1)OC1=C(C=CC=C1)CS(=O)(=O)Cl ((2-benzyloxy-phenyl)-methanesulfonyl chloride). The product is C(C1=CC=CC=C1)OC1=C(CS(=O)(=O)NCCC=2N(C3=CC=C(C=C3C2CCCC2=CC=C(C(=O)OC)C=C2)Cl)C(C2=CC=CC=C2)C2=CC=CC=C2)C=CC=C1 (methyl 4-{3-[2-[2-({[2-(benzyloxy)benzyl]sulfonyl}amino)ethyl]-5-chloro-1-(diphenylmethyl)-1H-indol-3-yl]propyl}benzoate). Yield: 70.4%. Reaction SMILES: [NH2:1][CH2:2][CH2:3][C:4]1[N:5]([CH:27]([C:34]2[CH:39]=[CH:38][CH:37]=[CH:36][CH:35]=2)[C:28]2[CH:33]=[CH:32][CH:31]=[CH:30][CH:29]=2)[C:6]2[C:11]([C:12]=1[CH2:13][CH2:14][CH2:15][C:16]1[CH:25]=[CH:24][C:19]([C:20]([O:22][CH3:23])=[O:21])=[CH:18][CH:17]=1)=[CH:10][C:9]([Cl:26])=[CH:8][CH:7]=2.[CH2:40]([O:47][C:48]1[CH:53]=[CH:52][CH:51]=[CH:50][C:49]=1[CH2:54][S:55](Cl)(=[O:57])=[O:56])[C:41]1[CH:46]=[CH:45][CH:44]=[CH:43][CH:42]=1>>[CH2:40]([O:47][C:48]1[CH:53]=[CH:52][CH:51]=[CH:50][C:49]=1[CH2:54][S:55]([NH:1][CH2:2][CH2:3][C:4]1[N:5]([CH:27]([C:28]2[CH:33]=[CH:32][CH:31]=[CH:30][CH:29]=2)[C:34]2[CH:35]=[CH:36][CH:37]=[CH:38][CH:39]=2)[C:6]2[C:11]([C:12]=1[CH2:13][CH2:14][CH2:15][C:16]1[CH:25]=[CH:24][C:19]([C:20]([O:22][CH3:23])=[O:21])=[CH:18][CH:17]=1)=[CH:10][C:9]([Cl:26])=[CH:8][CH:7]=2)(=[O:56])=[O:57])[C:41]1[CH:42]=[CH:43][CH:44]=[CH:45][CH:46]=1. Reported procedure: As outlined in Step 9 Example 1, methyl 4-{3-[2-(2-aminoethyl)-1-benzhydryl-5-chloro-1H-indol-3-yl]propyl}benzoate (Example 7, Step 6, 3.92 g, 7.3 mmol) was reacted with (2-benzyloxy-phenyl)-methanesulfonyl chloride (2.6 g, 8.76 mmol) to afford 4.1 g of methyl 4-{3-[2-[2-({[2-(benzyloxy)benzyl]sulfonyl}amino)ethyl]-5-chloro-1-(diphenylmethyl)-1H-indol-3-yl]propyl}benzoate, a white foam, in 59% yield. 1H NMR (400 MHz, CDCl3) δ 1.80-1.99 (m, 2 H) 2.49-2.78 (m, 6 H) 2.85 (t, J=8.84 Hz, 2 H) 3.89 (s...